From a dataset of the Open Reaction Database (ORD), a public repository of structured organic reaction records. describe an organic reaction: reactants, conditions, products, and yield The reactants are C(C1=CC=CC=C1)O[C@H]1[C@H](O[C@@H]([C@H]([C@@H]1OCC1=CC=CC=C1)COC(C)=O)COCC1=CC=CC=C1)O[C@H]1[C@@H]([C@H]([C@@H](OC)O[C@@H]1COCC1=CC=CC=C1)OCC1=CC=CC=C1)OCC1=CC=CC=C1 (Methyl 4-O-(2,3,6-tri-O-benzyl-4-deoxy-4-acetyloxymethyl-α-D-glucopyranosyl)-2,3,6-tri-O-benzyl-α-D-glucopyranoside), CO (methanol). Reagents/catalysts: C[O-].[Na+] (sodium methoxide). The solvent is C1(=CC=CC=C1)C (toluene). Run at time 2 hour. Product: C(C1=CC=CC=C1)O[C@H]1[C@H](O[C@@H]([C@H]([C@@H]1OCC1=CC=CC=C1)CO)COCC1=CC=CC=C1)O[C@H]1[C@@H]([C@H]([C@@H](OC)O[C@@H]1COCC1=CC=CC=C1)OCC1=CC=CC=C1)OCC1=CC=CC=C1 (methyl 4-O-(2,3,6-tri-O-benzyl-4-deoxy-4-hydroxymethyl-α-D-glucopyranosyl)-2,3,6-tri-O-benzyl-α-D-glucopyranoside). RXN SMILES: [CH2:1]([O:8][C@@H:9]1[C@@H:14]([O:15][CH2:16][C:17]2[CH:22]=[CH:21][CH:20]=[CH:19][CH:18]=2)[C@H:13]([CH2:23][O:24]C(=O)C)[C@@H:12]([CH2:28][O:29][CH2:30][C:31]2[CH:36]=[CH:35][CH:34]=[CH:33][CH:32]=2)[O:11][C@@H:10]1[O:37][C@@H:38]1[C@@H:45]([CH2:46][O:47][CH2:48][C:49]2[CH:54]=[CH:53][CH:52]=[CH:51][CH:50]=2)[O:44][C@H:41]([O:42][CH3:43])[C@H:40]([O:55][CH2:56][C:57]2[CH:62]=[CH:61][CH:60]=[CH:59][CH:58]=2)[C@H:39]1[O:63][CH2:64][C:65]1[CH:70]=[CH:69][CH:68]=[CH:67][CH:66]=1)[C:2]1[CH:7]=[CH:6][CH:5]=[CH:4][CH:3]=1.CO>C1(C)C=CC=CC=1.C[O-].[Na+]>[CH2:1]([O:8][C@@H:9]1[C@@H:14]([O:15][CH2:16][C:17]2[CH:18]=[CH:19][CH:20]=[CH:21][CH:22]=2)[C@H:13]([CH2:23][OH:24])[C@@H:12]([CH2:28][O:29][CH2:30][C:31]2[CH:36]=[CH:35][CH:34]=[CH:33][CH:32]=2)[O:11][C@@H:10]1[O:37][C@@H:38]1[C@@H:45]([CH2:46][O:47][CH2:48][C:49]2[CH:50]=[CH:51][CH:52]=[CH:53][CH:54]=2)[O:44][C@H:41]([O:42][CH3:43])[C@H:40]([O:55][CH2:56][C:57]2[CH:62]=[CH:61][CH:60]=[CH:59][CH:58]=2)[C@H:39]1[O:63][CH2:64][C:65]1[CH:70]=[CH:69][CH:68]=[CH:67][CH:66]=1)[C:2]1[CH:7]=[CH:6][CH:5]=[CH:4][CH:3]=1 |f:3.4|. Reported procedure: Methyl 4-O-(2,3,6-tri-O-benzyl-4-deoxy-4-acetyloxymethyl-α-D-glucopyranosyl)-2,3,6-tri-O-benzyl-α-D-glucopyranoside (3.19 g, 3.35 mmol) is dissolved in hot toluene (20 ml) and methanol (80 ml) is added, followed by a few drops of 1 M methanolic sodium methoxide. The mixture is stirred at room temperature during 2 h. The reaction mixture is made neutral with Amberlite IR 120 (H+) resin, filtered and concentrated under reduced pressure so as to afford methyl 4-O-(2,3,6-tri-O-benzyl-4-deoxy-4-hydro...